This data is from the Open Reaction Database (ORD), a public repository of structured organic reaction records. The task is: describe an organic reaction: reactants, conditions, products, and yield The reactants are ice water, C(=O)([O-])[O-].[Na+].[Na+] (Na2CO3), F.N1=CC=CC=C1 (pyridine hydrofluoride), O1CC12COC1(CO1)CCCC2 (1,5,8-trioxadispiro[2.2.2.4]dodecane), C(C[*:2])[*:1] (polyethylene). Conditions: time 8 hour. Yields the product FC1(CCC2(OCCO2)CC1)CO ((8-fluoro-1,4-dioxaspiro[4.5]decan-8-yl)methanol). Procedure: A solution of pyridine hydrofluoride (4 g) in dichloromethane (10 mL) was added dropwise to a solution of EXAMPLE 443A (1.7 g) in dichloromethane (20 mL) in a polyethylene bottle at 0° C. The mixture was stirred at room temperature overnight. The mixture was carefully poured over a mixture of ice-water and Na2CO3 and extracted with ethyl acetate (2×300 mL). After washing with water and brine, the organic layer was dried over Na2SO4, and filtered. Concentration of the filtrate gave the crude prod... Reaction SMILES: [FH:1].N1C=CC=CC=1.O1[C:10]2([CH2:19][CH2:18][CH2:17][CH2:16][C:13]3([O:15][CH2:14]3)[O:12][CH2:11]2)C1.[C:20]([O-:23])([O-])=O.[Na+].[Na+]>ClCCl>[F:1][C:18]1([CH2:20][OH:23])[CH2:17][CH2:16][C:13]2([O:12][CH2:11][CH2:14][O:15]2)[CH2:10][CH2:19]1 |f:0.1,3.4.5|. Run in ClCCl (dichloromethane), ClCCl (dichloromethane). Starting materials: O=C([O-])O, [Na+], CC(C)OC(=O)N=NC(=O)OC(C)C, C1CCOC1, CC(C)(C)OC(=O)N1CCC(O)CC1, Oc1ccncc1, c1ccc(P(c2ccccc2)c2ccccc2)cc1. Yields the product CC(C)(C)OC(=O)N1CCC(Oc2ccncc2)CC1. As a reaction SMILES: [C:55](=[O:56])([OH:57])[O-:58].[Na+:59].[O:41]=[C:42]([O:43][CH:44]([CH3:45])[CH3:46])[N:47]=[N:48][C:49]([O:50][CH:51]([CH3:52])[CH3:53])=[O:54].[O:60]1[CH2:61][CH2:62][CH2:63][CH2:64]1.[OH:1][CH:2]1[CH2:3][CH2:4][N:5]([C:8](=[O:9])[O:10][C:11]([CH3:12])([CH3:13])[CH3:14])[CH2:6][CH2:7]1.[OH:34][c:35]1[cH:36][cH:37][n:38][cH:39][cH:40]1.[c:15]1([P:16]([c:17]2[cH:18][cH:19][cH:20][cH:21][cH:22]2)[c:23]2[cH:24][cH:25][cH:26][cH:27][cH:28]2)[cH:29][cH:30][cH:31][cH:32][cH:33]1>>[O:1]([CH:2]1[CH2:3][CH2:4][N:5]([C:8](=[O:9])[O:10][C:11]([CH3:12])([CH3:13])[CH3:14])[CH2:6][CH2:7]1)[c:35]1[cH:36][cH:37][n:38][cH:39][cH:40]1. Starting materials: CC(C)(C)c1ccc(OC(C(=O)N2C(=O)OCC2Cc2ccccc2)C(O)c2ccc(O)cc2)cc1, CC[SiH](CC)CC. Product: CC(C)(C)c1ccc(OC(Cc2ccc(O)cc2)C(=O)N2C(=O)OCC2Cc2ccccc2)cc1. RXN SMILES: [CH2:1]([c:2]1[cH:3][cH:4][cH:5][cH:6][cH:7]1)[CH:8]1[N:9]([C:14]([CH:15]([CH:16]([c:17]2[cH:18][cH:19][c:20]([OH:23])[cH:21][cH:22]2)[OH:24])[O:25][c:26]2[cH:27][cH:28][c:29]([C:32]([CH3:33])([CH3:34])[CH3:35])[cH:30][cH:31]2)=[O:36])[C:10](=[O:13])[O:11][CH2:12]1.[CH2:37]([SiH:38]([CH2:39][CH3:40])[CH2:41][CH3:42])[CH3:43]>>[CH2:1]([c:2]1[cH:3][cH:4][cH:5][cH:6][cH:7]1)[CH:8]1[N:9]([C:14]([CH:15]([CH2:16][c:17]2[cH:18][cH:19][c:20]([OH:23])[cH:21][cH:22]2)[O:25][c:26]2[cH:27][cH:28][c:29]([C:32]([CH3:33])([CH3:34])[CH3:35])[cH:30][cH:31]2)=[O:36])[C:10](=[O:13])[O:11][CH2:12]1. RXN SMILES: [C:1]([CH3:2])(=[O:3])[O:4][CH:5]1[CH:6]([O:7][c:8]2[c:9]([Cl:15])[n:10][c:11]([I:14])[cH:12][cH:13]2)[S:16][CH2:17][CH:18]([O:24][C:25]([CH3:26])=[O:27])[CH:19]1[O:20][C:21]([CH3:22])=[O:23].[F:28][c:29]1[cH:30][cH:31][c:32]([B:35]([OH:36])[OH:37])[cH:33][n:34]1>>[C:1]([CH3:2])(=[O:3])[O:4][CH:5]1[CH:6]([O:7][c:8]2[c:9]([Cl:15])[n:10][c:11](-[c:32]3[cH:31][cH:30][c:29]([F:28])[n:34][cH:33]3)[cH:12][cH:13]2)[S:16][CH2:17][CH:18]([O:24][C:25]([CH3:26])=[O:27])[CH:19]1[O:20][C:21]([CH3:22])=[O:23]. Product: CC(=O)OC1CSC(Oc2ccc(-c3ccc(F)nc3)nc2Cl)C(OC(C)=O)C1OC(C)=O. Starting materials: CC(=O)OC1CSC(Oc2ccc(I)nc2Cl)C(OC(C)=O)C1OC(C)=O, OB(O)c1ccc(F)nc1. The reactants are C1CCOC1, CC(C)[N-]C(C)C, CCOC(C)=O, O=C(Cl)OCc1ccccc1, O=C1CCCCCN1c1ccc(F)cc1, [Li+]. The product is O=C(OCc1ccccc1)C1CCCCN(c2ccc(F)cc2)C1=O. RXN SMILES: [CH2:35]1[O:36][CH2:37][CH2:38][CH2:39]1.[CH3:17][CH:18]([N-:19][CH:20]([CH3:21])[CH3:22])[CH3:23].[CH3:40][CH2:41][O:42][C:43]([CH3:44])=[O:45].[Cl:24][C:25](=[O:26])[O:27][CH2:28][c:29]1[cH:30][cH:31][cH:32][cH:33][cH:34]1.[F:1][c:2]1[cH:3][cH:4][c:5]([N:8]2[C:9](=[O:15])[CH2:10][CH2:11][CH2:12][CH2:13][CH2:14]2)[cH:6][cH:7]1.[Li+:16]>>[F:1][c:2]1[cH:3][cH:4][c:5]([N:8]2[C:9](=[O:15])[CH:10]([C:25](=[O:26])[O:27][CH2:28][c:29]3[cH:30][cH:31][cH:32][cH:33][cH:34]3)[CH2:11][CH2:12][CH2:13][CH2:14]2)[cH:6][cH:7]1.